From a dataset of the Open Reaction Database (ORD), a public repository of structured organic reaction records. describe an organic reaction: reactants, conditions, products, and yield Reactants: COC1=C(C=CC=C1)C1=CC=C2C=NC(=NN21)O (7-(2-methoxy-phenyl)-pyrrolo[2,1-f][1,2,4]triazin-2-ol), NC1=CC=C(C=C1)C1C(N(CCN1C)C)=O (3-(4-amino-phenyl)-1,4-dimethyl-piperazin-2-one). Yields the product COC1=C(C=CC=C1)C1=CC=C2C=NC(=NN21)NC2=CC=C(C=C2)C2C(N(CCN2C)C)=O (3-{4-[7-(2-Methoxy-phenyl)-pyrrolo[2,1-f][1,2,4]triazin-2-ylamino]-phenyl}-1,4-dimethyl-piperazin-2-one), solid. Yield: 42.0%. Reaction SMILES: [CH3:1][O:2][C:3]1[CH:8]=[CH:7][CH:6]=[CH:5][C:4]=1[C:9]1[N:17]2[C:12]([CH:13]=[N:14][C:15](O)=[N:16]2)=[CH:11][CH:10]=1.[NH2:19][C:20]1[CH:25]=[CH:24][C:23]([CH:26]2[N:31]([CH3:32])[CH2:30][CH2:29][N:28]([CH3:33])[C:27]2=[O:34])=[CH:22][CH:21]=1>>[CH3:1][O:2][C:3]1[CH:8]=[CH:7][CH:6]=[CH:5][C:4]=1[C:9]1[N:17]2[C:12]([CH:13]=[N:14][C:15]([NH:19][C:20]3[CH:21]=[CH:22][C:23]([CH:26]4[N:31]([CH3:32])[CH2:30][CH2:29][N:28]([CH3:33])[C:27]4=[O:34])=[CH:24][CH:25]=3)=[N:16]2)=[CH:11][CH:10]=1. Procedure details: 3-{4-[7-(2-Methoxy-phenyl)-pyrrolo[2,1-f][1,2,4]triazin-2-ylamino]-phenyl}-1,4-dimethyl-piperazin-2-one was prepared from 7-(2-methoxy-phenyl)-pyrrolo[2,1-f][1,2,4]triazin-2-ol and 3-(4-amino-phenyl)-1,4-dimethyl-piperazin-2-one in an analogous manner to Example 1052a. Product isolated as a yellow solid (55 mg, 42%). m.p.=249-251° C.; LCMS (m/e) 443 (M+H); 1H-NMR (CDCl3, 400 MHz) δ 8.68 (s, 1H), 7.95 (d, 1H, J=7.6 Hz), 7.55 (d, 2H, J=8.4 Hz), 7.46-7.38 (m, 1H), 7.24 (d, 2H, J=8.4 Hz), 7.17-7.09 ... Reactants: C(C)(C)(C)C1=CC2=C(OCC3=C(C2C(=O)O)C=CC=C3)C=C1 (2-(tert-butyl)-6,11-dihydrodibenz[b,e]oxepin-11-carboxylic acid), C(C)(C)(C)C1=CC2=C(OCC3=C(C2C(=O)O)C=CC=C3)C=C1 (2-(tert-butyl)-6,11-dihydrodibenz[b,e]oxepin-11-carboxylic acid), ClC1=C(N)C(=CC=C1)Cl (2,6-dichloroaniline). The product is C(C)(C)(C)C1=CC2=C(OCC3=C(C2C(=O)NC2=C(C=CC=C2Cl)Cl)C=CC=C3)C=C1 (2-(tert-Butyl)-6,11-dihydro-N-(2,6-dichlorophenyl)dibenz[b,e]oxepin-11-carboxamide). Yield: 69.1%. Reaction SMILES: [C:1]([C:5]1[CH:22]=[CH:21][C:8]2[O:9][CH2:10][C:11]3[CH:20]=[CH:19][CH:18]=[CH:17][C:12]=3[CH:13]([C:14](O)=[O:15])[C:7]=2[CH:6]=1)([CH3:4])([CH3:3])[CH3:2].[Cl:23][C:24]1[CH:30]=[CH:29][CH:28]=[C:27]([Cl:31])[C:25]=1[NH2:26]>>[C:1]([C:5]1[CH:22]=[CH:21][C:8]2[O:9][CH2:10][C:11]3[CH:20]=[CH:19][CH:18]=[CH:17][C:12]=3[CH:13]([C:14]([NH:26][C:25]3[C:24]([Cl:23])=[CH:30][CH:29]=[CH:28][C:27]=3[Cl:31])=[O:15])[C:7]=2[CH:6]=1)([CH3:2])([CH3:4])[CH3:3]. Reported procedure: The similar procedures as in Example 1 were repeated except using 1.0 g of 2-(tert-butyl)-6,11-dihydrodibenz[b,e]oxepine-11-carboxylic acid obtained in Example 42 (Compound D) in place of Compound A and 0.49 g of 2,6-dichloroaniline in place of aniline to obtain 0.92 g of Compound 45. The reactants are N1=CC=CC2=CC(=CC=C12)CN1N=NC=2C1=NC(=CN2)\C(\C)=N\OCC(=O)OC ((E)-Methyl 2-(1-(1-(quinolin-6-ylmethyl)-1H-[1,2,3]triazolo[4,5-b]pyrazin-6-yl)ethylideneaminooxy)acetate), N (ammonia). Product: N1=CC=CC2=CC(=CC=C12)CN1N=NC=2C1=NC(=CN2)\C(\C)=N\OCC(=O)N ((E)-2-(1-(1-(Quinolin-6-ylmethyl)-1H-[1,2,3]triazolo[4,5-b]pyrazin-6-yl)ethylideneaminooxy)acetamide). The yield is 13.4%. RXN SMILES: [N:1]1[C:10]2[C:5](=[CH:6][C:7]([CH2:11][N:12]3[C:16]4=[N:17][C:18](/[C:21](=[N:23]/[O:24][CH2:25][C:26]([O:28]C)=O)/[CH3:22])=[CH:19][N:20]=[C:15]4[N:14]=[N:13]3)=[CH:8][CH:9]=2)[CH:4]=[CH:3][CH:2]=1.[NH3:30]>>[N:1]1[C:10]2[C:5](=[CH:6][C:7]([CH2:11][N:12]3[C:16]4=[N:17][C:18](/[C:21](=[N:23]/[O:24][CH2:25][C:26]([NH2:30])=[O:28])/[CH3:22])=[CH:19][N:20]=[C:15]4[N:14]=[N:13]3)=[CH:8][CH:9]=2)[CH:4]=[CH:3][CH:2]=1. Procedure: To a solution of (E)-methyl 2-(1-(1-(quinolin-6-ylmethyl)-1H-[1,2,3]triazolo[4,5-b]pyrazin-6-yl)ethylideneaminooxy)acetate (example 31) (70 mg, 0.179 mmol) was added ammonia (2 N, 0.268 mL, 0.537 mmol). The reaction was heated at reflux for 12 h. The reaction mixture was concentrated in vacuo to give a crude product which was purified by prep-HPLC to afford 9 mg (16%) of the title compound. 1H-NMR (400 MHz, DMSO-d6+D2O) δ ppm 9.32 (s, 1H), 8.88 (d, 1H), 8.34 (d, 1H), 8.01 (m, 2H), 7.81 (d, 1H), ... The reactants are O=C(CBr)c1ccccc1, COC(=O)c1c(N2CCCC(NC(=O)OC(C)(C)C)C2)n(Cc2cc(F)ccc2Cl)c2c(=O)[nH]c(=O)n(C)c12, O=C([O-])[O-], CN(C)C=O, [K+], [K+], O. The product is COC(=O)c1c(N2CCCC(NC(=O)OC(C)(C)C)C2)n(Cc2cc(F)ccc2Cl)c2c(=O)n(CC(=O)c3ccccc3)c(=O)n(C)c12. RXN SMILES: [Br:40][CH2:41][C:42](=[O:43])[c:44]1[cH:45][cH:46][cH:47][cH:48][cH:49]1.[C:1]([CH3:2])([CH3:3])([CH3:4])[O:5][C:6](=[O:7])[NH:8][CH:9]1[CH2:10][N:11]([c:15]2[c:16]([C:36](=[O:37])[O:38][CH3:39])[c:17]3[n:18]([CH3:35])[c:19](=[O:34])[nH:20][c:21](=[O:33])[c:22]3[n:23]2[CH2:24][c:25]2[c:26]([Cl:32])[cH:27][cH:28][c:29]([F:31])[cH:30]2)[CH2:12][CH2:13][CH2:14]1.[C:50](=[O:51])([O-:52])[O-:53].[CH3:57][N:58]([CH3:59])[CH:60]=[O:61].[K+:54].[K+:55].[OH2:56]>>[C:1]([CH3:2])([CH3:3])([CH3:4])[O:5][C:6](=[O:7])[NH:8][CH:9]1[CH2:10][N:11]([c:15]2[c:16]([C:36](=[O:37])[O:38][CH3:39])[c:17]3[n:18]([CH3:35])[c:19](=[O:34])[n:20]([CH2:41][C:42](=[O:43])[c:44]4[cH:45][cH:46][cH:47][cH:48][cH:49]4)[c:21](=[O:33])[c:22]3[n:23]2[CH2:24][c:25]2[c:26]([Cl:32])[cH:27][cH:28][c:29]([F:31])[cH:30]2)[CH2:12][CH2:13][CH2:14]1. Reactants: CNC(=O)C1=CN=C(CC1C1=C(C=CC=C1)C)N1CCN(CC1)C ((RS)-6-(4-methyl-piperazin-1-yl)-4-o-tolyl-4,5-dihydro-pyridine-3-carboxylic acid methylamide). The reagents and catalysts are O=[Mn]=O (MnO2), O=[Mn]=O (MnO2), O=[Mn]=O (MnO2), O=[Mn]=O (MnO2). Solvent: C(Cl)(Cl)Cl (CHCl3). Reaction conditions: temperature 65 celsius, time 3 hour. The product is CNC(C1=CN=C(C=C1C1=C(C=CC=C1)C)N1CCN(CC1)C)=O (N-Methyl-6-(4-methyl-piperazin-1-yl)-4-o-tolyl-nicotinamide). Yield: 83.1%. Reaction SMILES: [CH3:1][NH:2][C:3]([C:5]1[CH:10]([C:11]2[CH:16]=[CH:15][CH:14]=[CH:13][C:12]=2[CH3:17])[CH2:9][C:8]([N:18]2[CH2:23][CH2:22][N:21]([CH3:24])[CH2:20][CH2:19]2)=[N:7][CH:6]=1)=[O:4]>C(Cl)(Cl)Cl.O=[Mn]=O>[CH3:1][NH:2][C:3](=[O:4])[C:5]1[C:10]([C:11]2[CH:16]=[CH:15][CH:14]=[CH:13][C:12]=2[CH3:17])=[CH:9][C:8]([N:18]2[CH2:23][CH2:22][N:21]([CH3:24])[CH2:20][CH2:19]2)=[N:7][CH:6]=1. Procedure details: A solution of 1.5 g (4.6 mmol) (RS)-6-(4-methyl-piperazin-1-yl)-4-o-tolyl-4,5-dihydro-pyridine-3-carboxylic acid methylamide in 15 ml CHCl3 was treated with 2.3 g (23.0 mmol) MnO2. The black suspension was heated to 65° C., stirred for 3 h at 65° C. and treated again with 2.3 g (23.0 mmol) MnO2, stirred for 3 h and added an other 0.9 g (9.2 mmol) MnO2. The reaction mixture was stirred for 10.5 h at 65° C., treated with 0.9 g (9.2 mmol) MnO2, stirred for 1 h at 65° C. and cooled to r.t. After fil... Isolated yield 29.4%. Solvent: C(C)O (ethanol). As a reaction SMILES: Br[C:2]1[CH:3]=[CH:4][C:5]([CH2:8][N:9]2[C:13]([CH2:14][CH2:15][CH2:16][CH3:17])=[N:12][C:11]([CH2:18][CH2:19][CH2:20][CH3:21])=[N:10]2)=[N:6][CH:7]=1.C1(C(C2C=CC=CC=2)(C2C=CC=CC=2)[N:29]2[C:33]([C:34]3[CH:39]=[CH:38][CH:37]=[CH:36][C:35]=3B(O)O)=[N:32][N:31]=[N:30]2)C=CC=CC=1.C1(C)C=CC=CC=1.C(=O)([O-])[O-].[Na+].[Na+]>C1C=CC([P]([Pd]([P](C2C=CC=CC=2)(C2C=CC=CC=2)C2C=CC=CC=2)([P](C2C=CC=CC=2)(C2C=CC=CC=2)C2C=CC=CC=2)[P](C2C=CC=CC=2)(C2C=CC=CC=2)C2C=CC=CC=2)(C2C=CC=CC=2)C2C=CC=CC=2)=CC=1.C(O)C>[CH2:18]([C:11]1[N:12]=[C:13]([CH2:14][CH2:15][CH2:16][CH3:17])[N:9]([CH2:8][C:5]2[N:6]=[CH:7][C:2]([C:35]3[CH:36]=[CH:37][CH:38]=[CH:39][C:34]=3[C:33]3[NH:32][N:31]=[N:30][N:29]=3)=[CH:3][CH:4]=2)[N:10]=1)[CH2:19][CH2:20][CH3:21] |f:3.4.5,^1:71,73,92,111|. Reagents/catalysts: C=1C=CC(=CC1)[P](C=2C=CC=CC2)(C=3C=CC=CC3)[Pd]([P](C=4C=CC=CC4)(C=5C=CC=CC5)C=6C=CC=CC6)([P](C=7C=CC=CC7)(C=8C=CC=CC8)C=9C=CC=CC9)[P](C=1C=CC=CC1)(C=1C=CC=CC1)C=1C=CC=CC1 (tetrakis(triphenylphosphine)palladium). Procedure: Under nitrogen, 2.04 g (5.8 mmol) of 5-bromo-2-[(3,5-dibutyl-1H-1,2,4-triazol-1-yl)methyl]pyridine from step 4 and 2.83 g (6.6 mmol) of 2-(N-triphenylmethyltetrazol-5-yl)phenylboronic acid from step 5 were treated with 1.0 g (0.86 mmol) of tetrakis(triphenylphosphine)palladium zero, 18 mL of toluene, 14 mL of ethanol, and 7.5 mL of 2M aqueous sodium carbonate. The reaction mixture was heated to reflux and vigorously stirred overnight. The product was purified by reverse phase chromatography (Wat... Yields the product C(CCC)C1=NN(C(=N1)CCCC)CC1=CC=C(C=N1)C1=C(C=CC=C1)C1=NN=NN1 (5-[2-[6-[(3,5-dibutyl-1H-1,2,4-triazol-1-yl)methyl]-3 -pyridinyl]phenyl]-1H-tetrazole). The reactants are BrC=1C=CC(=NC1)CN1N=C(N=C1CCCC)CCCC (5-bromo-2-[(3,5-dibutyl-1H-1,2,4-triazol-1-yl)methyl]pyridine), C1(=CC=CC=C1)C(N1N=NN=C1C1=C(C=CC=C1)B(O)O)(C1=CC=CC=C1)C1=CC=CC=C1 (2-(N-triphenylmethyltetrazol-5-yl)phenylboronic acid), C1(=CC=CC=C1)C (toluene), C([O-])([O-])=O.[Na+].[Na+] (sodium carbonate).